The task is: describe an organic reaction: reactants, conditions, products, and yield. This data is from the Open Reaction Database (ORD), a public repository of structured organic reaction records. Starting materials: O=C1C(SCC1)C(=O)OC (methyl 3-oxo-2,3,4,5-tetrahydrothiophene-2-carboxylate), CC=1C=C(C=C(O)C1)O (5-methylresorcinol). Yields the product OC1=CC(=CC2=C1C1=C(C(O2)=O)SCC1)C (1,2-dihydro-9-hydroxy-7-methyl-4-oxo-4H-thieno[2,3-c] [1]benzopyran). RXN SMILES: O=[C:2]1[CH2:6][CH2:5][S:4][CH:3]1[C:7]([O:9][CH3:10])=[O:8].[CH3:11][C:12]1[CH:13]=C(O)[CH:15]=[C:16]([CH:18]=1)[OH:17]>>[OH:17][C:16]1[C:15]2[C:2]3[CH2:6][CH2:5][S:4][C:3]=3[C:7](=[O:8])[O:9][C:10]=2[CH:11]=[C:12]([CH3:13])[CH:18]=1. Reported procedure: Following a procedure similar to that described in Example 1B hereinabove, methyl 3-oxo-2,3,4,5-tetrahydrothiophene-2-carboxylate is reacted with 5-methylresorcinol to give 1,2-dihydro-9-hydroxy-7-methyl-4-oxo-4H-thieno[2,3-c] [1]benzopyran. Reactants: O=CO, OO, O=Cc1ccccn1. Product: O=C(O)c1ccccn1. Reaction SMILES: [CH:11]([OH:12])=[O:13].[OH:1][OH:2].[n:3]1[c:4]([CH:9]=[O:10])[cH:5][cH:6][cH:7][cH:8]1>>[O:1]=[C:9]([c:4]1[n:3][cH:8][cH:7][cH:6][cH:5]1)[OH:10]. Reactants: [OH-].[Na+] (sodium hydroxide), C(#N)C(C(=O)N)C1OC(C(=C1Cl)Cl)=O (2-Cyano-2-(3,4-dichloro-5-oxo-2,5-dihydrofuran-2-yl)acetamide), Cl.ClC=1C=CC(=C(C1)CN)S(=O)(=O)C(C)C (1-{5-chloro-2-[(1-methylethyl)sulfonyl]phenyl}methanamine hydrochloride), C([O-])([O-])=O.[K+].[K+] (potassium carbonate). The solvent is C(C)O (ethanol). The product is Cl.ClC=1C=C(C(N(C1)CC1=C(C=CC(=C1)Cl)S(=O)(=O)C(C)C)=N)C(=O)N (5-chloro-1-{5-chloro-2-[(1-methylethyl)sulfonyl]benzyl}-2-imino-1,2-dihydropyridine-3-carboxamide hydrochloride). Isolated yield 80.7%. Reaction SMILES: [C:1]([CH:3]([CH:7]1[C:11]([Cl:12])=[C:10](Cl)C(=O)O1)[C:4]([NH2:6])=[O:5])#[N:2].Cl.[Cl:16][C:17]1[CH:18]=[CH:19][C:20]([S:25]([CH:28]([CH3:30])[CH3:29])(=[O:27])=[O:26])=[C:21]([CH2:23][NH2:24])[CH:22]=1.C(=O)([O-])[O-].[K+].[K+].[OH-].[Na+]>C(O)C>[ClH:12].[Cl:12][C:11]1[CH:7]=[C:3]([C:4]([NH2:6])=[O:5])[C:1](=[NH:2])[N:24]([CH2:23][C:21]2[CH:22]=[C:17]([Cl:16])[CH:18]=[CH:19][C:20]=2[S:25]([CH:28]([CH3:30])[CH3:29])(=[O:27])=[O:26])[CH:10]=1 |f:1.2,3.4.5,6.7,9.10|. Procedure: 1H NMR (300 MHz, DMSO-d6) δ ppm 1.19 (6H, d, J=6.78 Hz), 3.51-3.63 (1H, m), 4.40 (2H, s), 7.78 (1H, dd, J=8.57, 2.17 Hz), 7.93 (1H, d, J=8.67 Hz), 7.97-8.02 (1H, m), 8.59 (3H, s). (Step 4) 2-Cyano-2-(3,4-dichloro-5-oxo-2,5-dihydrofuran-2-yl)acetamide (2.07 g), 1-{5-chloro-2-[(1-methylethyl)sulfonyl]phenyl}methanamine hydrochloride obtained in Step 3 (3.0 g) and potassium carbonate (3.65 g) were stirred in ethanol (50 ml) at 85° C. for 24 hr. The reaction mixture was treated with 1N sodium hydrox... Starting materials: COC1=CC=C(C=C1)CC(C)NCC1=CC=CC=C1 (1-(4′-Methoxyphenyl)-2-benzylaminopropane), C([C@H](O)C1=CC=CC=C1)(=O)O ((R)-(−)-mandelic acid). The product is COC1=CC=C(C=C1)C[C@H](C)NCC1=CC=CC=C1 ((S)-(+)-1-(4′-Methoxyphenyl)-2-benzylaminopropane). The yield is 22.0%. RXN SMILES: [CH3:1][O:2][C:3]1[CH:8]=[CH:7][C:6]([CH2:9][CH:10]([NH:12][CH2:13][C:14]2[CH:19]=[CH:18][CH:17]=[CH:16][CH:15]=2)[CH3:11])=[CH:5][CH:4]=1.C(O)(=O)[C@@H](C1C=CC=CC=1)O>>[CH3:1][O:2][C:3]1[CH:4]=[CH:5][C:6]([CH2:9][C@@H:10]([NH:12][CH2:13][C:14]2[CH:19]=[CH:18][CH:17]=[CH:16][CH:15]=2)[CH3:11])=[CH:7][CH:8]=1. Reported procedure: A sample of 3.36 g (13.2 mmol) of the racemate 1-(4′-methoxyphenyl)-2-benzylaminopropane (42) was reacted with 2.0 g (13.2 mmol) of (R)-(−)-mandelic acid to give 740 mg (44% based on enantiomeric abundance) of the free amine after workup. 1H NMR, (CDCl3) δ□ 1.10 (d, 3H, J=6.2 Hz), 2.55-2.76 (m, 2H), 2.88-2.95 (m, 1H), 3.73-3.88 (m, 2H), 3.79 (s, 3H), 6.80 (d, 2H, J=8.7 Hz), 7.08 (d, 2H, J=8.4 Hz), 7.15-7.30 (m, 5H); MS (APCI+) m/z (rel): 256 (100); [α]D=+30.5° (c=1.1 MeOH). Reactants: C(C)(C)(C)OC(CN1C([C@@H](N(CC1)C(CNC(=O)OCC1=CC=CC=C1)=O)CCCNC(=O)OC(C)(C)C)=O)=O ((S)-4-benzyloxycarbonylaminoacetyl-3-(3-t-butoxycarbonylaminopropyl)-2-oxopiperazine-1-acetic acid t-butyl ester). Reagents/catalysts: [C].[Pd] (palladium-carbon). The solvent is FC(C(=O)O)(F)F (trifluoroacetic acid), CO (methanol). Reaction conditions: time 1 hour. Yields the product NCC(=O)N1[C@H](C(N(CC1)CC(=O)O)=O)CCCN ((S)-4-aminoacetyl-3-aminopropyl-2-oxopiperazine-1-acetic acid). Reaction SMILES: C([O:5][C:6](=[O:40])[CH2:7][N:8]1[CH2:13][CH2:12][N:11]([C:14](=[O:27])[CH2:15][NH:16]C(OCC2C=CC=CC=2)=O)[C@@H:10]([CH2:28][CH2:29][CH2:30][NH:31]C(OC(C)(C)C)=O)[C:9]1=[O:39])(C)(C)C>FC(F)(F)C(O)=O.CO.[C].[Pd]>[NH2:16][CH2:15][C:14]([N:11]1[CH2:12][CH2:13][N:8]([CH2:7][C:6]([OH:40])=[O:5])[C:9](=[O:39])[C@@H:10]1[CH2:28][CH2:29][CH2:30][NH2:31])=[O:27] |f:3.4|. Procedure details: In 5 ml of trifluoroacetic acid was dissolved 500 mg of (S)-4-benzyloxycarbonylaminoacetyl-3-(3-t-butoxycarbonylaminopropyl)-2-oxopiperazine-1-acetic acid t-butyl ester. The solution was stirred for one hour at room temperature. The reaction mixture was concentrated under reduced pressure to leave an oily product, which was dissolved in 10 ml of methanol. To the solution was added 10 mg of 10% palladium-carbon. The mixture was stirred for one hour at room temperature under hydrogen atmosphere. T...